Dataset: the Open Reaction Database (ORD), a public repository of structured organic reaction records. Task: describe an organic reaction: reactants, conditions, products, and yield Reactants: C(C1=CC=CC=C1)O[C@H]1[C@@]2(O[C@@H]([C@@H]([C@@H]1OCC1=CC=CC=C1)OCC1=CC=CC=C1)COCC1=CC=CC=C1)OCCC=1C3=CC=CC(=C3SC12)CO ((1S,3′R,4′S,5′S,6′R)-3′,4′,5′-tris-benzyloxy-6′-benzyloxymethyl-3,3′,4,4′,5′,6′-hexahydro-8-hydroxymethyl-spiro[2-oxa-9-thia-fluorene-1,2′-[2H]pyran]), C(Cl)(Cl)(Cl)Cl (carbon tetrachloride), C1(=CC=CC=C1)P(C1=CC=CC=C1)C1=CC=CC=C1 (triphenylphosphine), resultant solution. Solvent: ClCCl (dichloromethane). Product: C(C1=CC=CC=C1)O[C@H]1[C@@]2(O[C@@H]([C@@H]([C@@H]1OCC1=CC=CC=C1)OCC1=CC=CC=C1)COCC1=CC=CC=C1)OCCC=1C3=CC=CC(=C3SC12)CCl ((1S,3′R,4′S,5′S,6′R)-3′,4′,5′-tris-benzyloxy-6′-benzyloxymethyl-8-chloromethyl-3,3′,4,4′,5′,6′-hexahydro-spiro[2-oxa-9-thia-fluorene-1,2′-[2H]pyran]). Isolated yield 56.2%. As a reaction SMILES: [CH2:1]([O:8][C@@H:9]1[C@@H:14]([O:15][CH2:16][C:17]2[CH:22]=[CH:21][CH:20]=[CH:19][CH:18]=2)[C@@H:13]([O:23][CH2:24][C:25]2[CH:30]=[CH:29][CH:28]=[CH:27][CH:26]=2)[C@@H:12]([CH2:31][O:32][CH2:33][C:34]2[CH:39]=[CH:38][CH:37]=[CH:36][CH:35]=2)[O:11][C@@:10]21[C:51]1[S:50][C:49]3[C:44](=[CH:45][CH:46]=[CH:47][C:48]=3[CH2:52]O)[C:43]=1[CH2:42][CH2:41][O:40]2)[C:2]1[CH:7]=[CH:6][CH:5]=[CH:4][CH:3]=1.C(Cl)(Cl)(Cl)[Cl:55].C1(P(C2C=CC=CC=2)C2C=CC=CC=2)C=CC=CC=1>ClCCl>[CH2:1]([O:8][C@@H:9]1[C@@H:14]([O:15][CH2:16][C:17]2[CH:22]=[CH:21][CH:20]=[CH:19][CH:18]=2)[C@@H:13]([O:23][CH2:24][C:25]2[CH:30]=[CH:29][CH:28]=[CH:27][CH:26]=2)[C@@H:12]([CH2:31][O:32][CH2:33][C:34]2[CH:39]=[CH:38][CH:37]=[CH:36][CH:35]=2)[O:11][C@@:10]21[C:51]1[S:50][C:49]3[C:44](=[CH:45][CH:46]=[CH:47][C:48]=3[CH2:52][Cl:55])[C:43]=1[CH2:42][CH2:41][O:40]2)[C:2]1[CH:7]=[CH:6][CH:5]=[CH:4][CH:3]=1. Procedure details: To a solution of (1S,3′R,4′S,5′S,6′R)-3′,4′,5′-tris-benzyloxy-6′-benzyloxymethyl-3,3′,4,4′,5′,6′-hexahydro-8-hydroxymethyl-spiro[2-oxa-9-thia-fluorene-1,2′-[2H]pyran] (72 mg, 0.10 mmol) in dichloromethane (1 mL) were added carbon tetrachloride (48 μL, 0.5 mmol) and triphenylphosphine (131 mg, 0.5 mmol). The resultant solution was then stirred for 3 hours at room temperature. The reaction solution was concentrated under reduced pressure, and the resulting residue was purified by silica gel column... The reactants are CC(C)(C)OC(=O)N1CC(O)C(CCc2ccccc2)C1, CO, Cl. The product is Cl, OC1CNCC1CCc1ccccc1. RXN SMILES: [C:1]([O:2][C:3](=[O:4])[N:8]1[CH2:9][CH:10]([OH:21])[CH:11]([CH2:13][CH2:14][c:15]2[cH:16][cH:17][cH:18][cH:19][cH:20]2)[CH2:12]1)([CH3:5])([CH3:6])[CH3:7].[CH3:23][OH:24].[ClH:22]>>[ClH:22].[NH:8]1[CH2:9][CH:10]([OH:21])[CH:11]([CH2:13][CH2:14][c:15]2[cH:16][cH:17][cH:18][cH:19][cH:20]2)[CH2:12]1. Reactants: C(#N)C(C(=O)OCC)(CCCCC)C1=C(C(=CC=C1)OC1=C(C=CC=C1)C)OC (ethyl 2-cyano-2-[2-methoxy-3-(o-tolyloxy)phenyl]-n-heptanoate), I (hydriodic acid), C(C)(=O)O (acetic acid). The solvent is O (water). Yields the product C(CCCC)C1C(OC2=C1C=CC=C2OC2=C(C=CC=C2)C)=O (3-(n-pentyl)-7-(o-tolyloxy)-2,3-dihydrobenzofuran-2-one). Yield: 54.0%. RXN SMILES: C([C:3]([C:14]1[CH:19]=[CH:18][CH:17]=[C:16]([O:20][C:21]2[CH:26]=[CH:25][CH:24]=[CH:23][C:22]=2[CH3:27])[C:15]=1OC)([CH2:9][CH2:10][CH2:11][CH2:12][CH3:13])[C:4]([O:6]CC)=[O:5])#N.I.C(O)(=O)C>O>[CH2:9]([CH:3]1[C:14]2[CH:19]=[CH:18][CH:17]=[C:16]([O:20][C:21]3[CH:26]=[CH:25][CH:24]=[CH:23][C:22]=3[CH3:27])[C:15]=2[O:5][C:4]1=[O:6])[CH2:10][CH2:11][CH2:12][CH3:13]. Procedure: A mixture of ethyl 2-cyano-2-[2-methoxy-3-(o-tolyloxy)phenyl]-n-heptanoate (5.9 g), hydriodic acid (58%, 10 ml) and acetic acid (20 ml) was refluxed under heating for 48 hours. The reaction mixture was poured into water and extracted with diethyl ether. The extract was washed with aqueous sodium hydrogen sulfite and water in turn, dried and evaporated under reduced pressure. To the oily residue was added acetic anhydride (5 ml), and the mixture was refluxed under heating for 10 minutes and then ...